Task: describe an organic reaction: reactants, conditions, products, and yield. Dataset: the Open Reaction Database (ORD), a public repository of structured organic reaction records Reactants: ClC1=CC(=CC=C1)C(=O)OO (metachloroperbenzoic acid), C(CCC)OCCOC1=CC=C(C=C1)C=1C=CC2=C(C=C(CCN2CC(C)C)C(=O)NC2=CC3=C(N=C(N3)SCC3=CN=CN3CCC)C=C2)C1 (7-[4-(2-butoxyethoxy)phenyl]-1-isobutyl-N-[2-[[(1-propylimidazol-5-yl)methyl]sulfanyl]benzimidazol-5-yl]-2,3-dihydro-1-benzazepine-4-carboxamide), S(=S)(=O)([O-])[O-].[Na+].[Na+] (sodium thiosulfate). The solvent is C(Cl)Cl (methylene chloride), C(Cl)Cl (methylene chloride). Reaction conditions: time 15 minute. Yields the product C(CCC)OCCOC1=CC=C(C=C1)C=1C=CC2=C(C=C(CCN2CC(C)C)C(=O)NC2=CC3=C(N=C(N3)S(=O)CC3=CN=CN3CCC)C=C2)C1 (7-[4-(2-butoxyethoxy)phenyl]-1-isobutyl-N-[2-[[(1-propylimidazol-5-yl)methyl]sulfinyl]benzimidazol-5-yl]-2,3-dihydro-1-benzazepine-4-carboxamide). Isolated yield 32.1%. RXN SMILES: [CH2:1]([O:5][CH2:6][CH2:7][O:8][C:9]1[CH:14]=[CH:13][C:12]([C:15]2[CH:16]=[CH:17][C:18]3[N:24]([CH2:25][CH:26]([CH3:28])[CH3:27])[CH2:23][CH2:22][C:21]([C:29]([NH:31][C:32]4[CH:50]=[CH:49][C:35]5[N:36]=[C:37]([S:39][CH2:40][C:41]6[N:45]([CH2:46][CH2:47][CH3:48])[CH:44]=[N:43][CH:42]=6)[NH:38][C:34]=5[CH:33]=4)=[O:30])=[CH:20][C:19]=3[CH:51]=2)=[CH:11][CH:10]=1)[CH2:2][CH2:3][CH3:4].ClC1C=CC=C(C(OO)=[O:60])C=1.S([O-])([O-])(=O)=S.[Na+].[Na+]>C(Cl)Cl>[CH2:1]([O:5][CH2:6][CH2:7][O:8][C:9]1[CH:14]=[CH:13][C:12]([C:15]2[CH:16]=[CH:17][C:18]3[N:24]([CH2:25][CH:26]([CH3:27])[CH3:28])[CH2:23][CH2:22][C:21]([C:29]([NH:31][C:32]4[CH:50]=[CH:49][C:35]5[N:36]=[C:37]([S:39]([CH2:40][C:41]6[N:45]([CH2:46][CH2:47][CH3:48])[CH:44]=[N:43][CH:42]=6)=[O:60])[NH:38][C:34]=5[CH:33]=4)=[O:30])=[CH:20][C:19]=3[CH:51]=2)=[CH:11][CH:10]=1)[CH2:2][CH2:3][CH3:4] |f:2.3.4|. Reported procedure: 7-[4-(2-butoxyethoxy)phenyl]-1-isobutyl-N-[2-[[(1-propylimidazol-5-yl)methyl]sulfanyl]benzimidazol-5-yl]-2,3-dihydro-1-benzazepine-4-carboxamide (0.64 g) was dissolved in methylene chloride (19.2 ml), and a solution of metachloroperbenzoic acid (0.27 g) in methylene chloride (12.8 ml) was added dropwise to the solution at −78° C. The mixture was stirred for 15 minutes, and to the mixture was added an aqueous solution of saturated sodium thiosulfate, and the mixture was allowed to be warmed to ro... Product: Cc1cc(C)nc(C=Cc2nn(C3CCCCO3)c3cc(Nc4ccccc4C(=O)O)ccc23)c1. Reactants: C1CCOC1, COC(=O)c1ccccc1Nc1ccc2c(C=Cc3cc(C)cc(C)n3)nn(C3CCCCO3)c2c1, CO, [K+], [OH-], O. RXN SMILES: [CH2:41]1[O:42][CH2:43][CH2:44][CH2:45]1.[CH3:1][O:2][C:3]([c:4]1[c:5]([NH:10][c:11]2[cH:12][cH:13][c:14]3[c:15]([CH:26]=[CH:27][c:28]4[n:29][c:30]([CH3:35])[cH:31][c:32]([CH3:34])[cH:33]4)[n:16][n:17]([CH:20]4[O:21][CH2:22][CH2:23][CH2:24][CH2:25]4)[c:18]3[cH:19]2)[cH:6][cH:7][cH:8][cH:9]1)=[O:36].[CH3:37][OH:38].[K+:40].[OH-:39].[OH2:46]>>[O:2]=[C:3]([c:4]1[c:5]([NH:10][c:11]2[cH:12][cH:13][c:14]3[c:15]([CH:26]=[CH:27][c:28]4[n:29][c:30]([CH3:35])[cH:31][c:32]([CH3:34])[cH:33]4)[n:16][n:17]([CH:20]4[O:21][CH2:22][CH2:23][CH2:24][CH2:25]4)[c:18]3[cH:19]2)[cH:6][cH:7][cH:8][cH:9]1)[OH:36].